Dataset: the Open Reaction Database (ORD), a public repository of structured organic reaction records. Task: describe an organic reaction: reactants, conditions, products, and yield Reactants: starch iodide, CC1=CC=C(C=C1)C1=C(C=CC=C1)C=1SC=CC1 (4-methyl-2'-(2-thienyl)-1,1'-biphenyl), CC(C)(C#N)N=NC(C)(C)C#N (AIBN), BrN1C(CCC1=O)=O (N-bromosuccinimide). The solvent is C(Cl)(Cl)(Cl)Cl (carbon tetrachloride). The product is BrCC1=CC=C(C=C1)C1=C(C=CC=C1)C=1SC=CC1 (4-Bromomethyl-2'-(2-thienyl)-1,1'-biphenyl). The yield is 97.5%. RXN SMILES: [CH3:1][C:2]1[CH:7]=[CH:6][C:5]([C:8]2[CH:13]=[CH:12][CH:11]=[CH:10][C:9]=2[C:14]2[S:15][CH:16]=[CH:17][CH:18]=2)=[CH:4][CH:3]=1.CC(N=NC(C#N)(C)C)(C#N)C.[Br:31]N1C(=O)CCC1=O>C(Cl)(Cl)(Cl)Cl>[Br:31][CH2:1][C:2]1[CH:3]=[CH:4][C:5]([C:8]2[CH:13]=[CH:12][CH:11]=[CH:10][C:9]=2[C:14]2[S:15][CH:16]=[CH:17][CH:18]=2)=[CH:6][CH:7]=1. Procedure details: A solution of 123 mg (0.492 mmol) of 4-methyl-2'-(2-thienyl)-1,1'-biphenyl, 18.5 mg of AIBN and 110 mg (0.62 mmol) of N-bromosuccinimide in 50 mL of carbon tetrachloride was heated at reflux until a negative starch iodide reaction was obtained (2 hr). The reaction mixture was evaporated under vacuum and the residue triturated with hexane. The hexane washes were filtered and the filtrate evaporated under vacuum to give 158 mg of product. 1H NMR (300 MHz, CDCl3): 4.48 (s, 2H), 6.68 (dd, 1H), 6.88 ... Yields the product CC1=C2CC[C@H]3[C@@H]4CC[C@@H]([C@@]4(C)CC[C@@H]3[C@]2(CCC1=O)C)O (4-methyl-17β-hydroxyandrost-4-en-3-one). Reaction SMILES: [CH3:1][C@@:2]12[C@@H:10]([OH:11])[CH2:9][CH2:8][C@H:7]1[C@@H:6]1[CH2:12][CH2:13][C:14]3[C@@:20]([CH3:21])([C@H:5]1[CH2:4][CH2:3]2)[CH2:19][CH2:18][C:16](=[O:17])[CH:15]=3.[O-][CH2:23]CCC.[K+].CI>>[CH3:23][C:15]1[C:16](=[O:17])[CH2:18][CH2:19][C@@:20]2([CH3:21])[C:14]=1[CH2:13][CH2:12][C@@H:6]1[C@@H:5]2[CH2:4][CH2:3][C@@:2]2([CH3:1])[C@H:7]1[CH2:8][CH2:9][C@@H:10]2[OH:11] |f:1.2|. Procedure: testosterone (XII) is reacted with potassium butoxide and methyl iodide to form 4-methyl-17β-hydroxyandrost-4-en-3-one The reactants are C[C@]12CC[C@H]3[C@H]([C@@H]1CC[C@@H]2O)CCC4=CC(=O)CC[C@]34C (testosterone), [O-]CCCC.[K+] (potassium butoxide), CI (methyl iodide). Starting materials: ClC1=C(OC=2C=[N+](C=CC2[N+](=O)[O-])[O-])C=CC=C1 (3-(o-chlorophenoxy)-4-nitropyridine N-oxide), P(Cl)(Cl)Cl (phosphorous trichloride). The solvent is C(Cl)(Cl)Cl (chloroform). Conditions: temperature 0 celsius, time 1 hour. Product: ClC1=C(C=NC=C1)OC1=C(C=CC=C1)Cl (4-chloro-3-(o-chlorophenoxy)pyridine). RXN SMILES: [Cl:1][C:2]1[CH:18]=[CH:17][CH:16]=[CH:15][C:3]=1[O:4][C:5]1[CH:6]=[N+:7]([O-])[CH:8]=[CH:9][C:10]=1[N+]([O-])=O.P(Cl)(Cl)[Cl:20]>C(Cl)(Cl)Cl>[Cl:20][C:10]1[CH:9]=[CH:8][N:7]=[CH:6][C:5]=1[O:4][C:3]1[CH:15]=[CH:16][CH:17]=[CH:18][C:2]=1[Cl:1]. Procedure: A solution of 4.9 g of 3-(o-chlorophenoxy)-4-nitropyridine N-oxide in 200 ml of chloroform is cooled to -5° C. and a large excess of phosphorous trichloride is added. The mixture is stirred 1 hour at 0° C. and slowly warmed to 25° C. The solution is refluxed 1 hour, cooled, concentrated at reduced pressure and dissolved in 100 ml of dichloromethane. The solution is washed with 50 ml of ice-cold concentrated ammonium hydroxide. The solution is dried over anhydrous MgSO4, filtered, concentrated at... Reactants: CO, [H][H], [Pd], CC(C)(C)OC(=O)N1CCC=C(c2nccs2)C1. The product is CC(C)(C)OC(=O)N1CCCC(c2nccs2)C1. Reaction SMILES: [CH3:21][OH:22].[H:19][H:20].[Pd:23].[s:1]1[c:2]([C:6]2=[CH:7][CH2:8][CH2:9][N:10]([C:12](=[O:13])[O:14][C:15]([CH3:16])([CH3:17])[CH3:18])[CH2:11]2)[n:3][cH:4][cH:5]1>>[s:1]1[c:2]([CH:6]2[CH2:7][CH2:8][CH2:9][N:10]([C:12](=[O:13])[O:14][C:15]([CH3:16])([CH3:17])[CH3:18])[CH2:11]2)[n:3][cH:4][cH:5]1.